From a dataset of the Open Reaction Database (ORD), a public repository of structured organic reaction records. describe an organic reaction: reactants, conditions, products, and yield Starting materials: CC(CN)(C)C1=CC=C(C=C1)C1=NN(C=N1)C1=CC=C(C=C1)OC(F)(F)F (2-methyl-2-(4-(1-(4-(trifluoromethoxy)phenyl)-1H-1,2,4-triazol-3-yl)phenyl)propan-1-amine), C(C)(C)C1=C(C=C(C=C1)C)N1/C(/SCC1=O)=N/C(OC1=CC=C(C=C1)[N+](=O)[O-])=O ((Z)-4-nitrophenyl (3-(2-isopropyl-5-methylphenyl)-4-oxothiazolidin-2-ylidene)carbamate). The product is C(C)(C)C1=C(C=C(C=C1)C)N1/C(/SCC1=O)=N/C(=O)NCC(C)(C1=CC=C(C=C1)C1=NN(C=N1)C1=CC=C(C=C1)OC(F)(F)F)C ((Z)-1-(3-(2-isopropyl-5-methylphenyl)-4-oxothiazolidin-2-ylidene)-3-(2-methyl-2-(4-(1-(4-(trifluoromethoxy)phenyl)-1H-1,2,4-triazol-3-yl)phenyl)propyl)urea), foam. The yield is 46.0%. As a reaction SMILES: [CH3:1][C:2]([C:6]1[CH:11]=[CH:10][C:9]([C:12]2[N:16]=[CH:15][N:14]([C:17]3[CH:22]=[CH:21][C:20]([O:23][C:24]([F:27])([F:26])[F:25])=[CH:19][CH:18]=3)[N:13]=2)=[CH:8][CH:7]=1)([CH3:5])[CH2:3][NH2:4].[CH:28]([C:31]1[CH:36]=[CH:35][C:34]([CH3:37])=[CH:33][C:32]=1[N:38]1[C:42](=[O:43])[CH2:41][S:40]/[C:39]/1=[N:44]\[C:45](=O)[O:46]C1C=CC([N+]([O-])=O)=CC=1)([CH3:30])[CH3:29]>>[CH:28]([C:31]1[CH:36]=[CH:35][C:34]([CH3:37])=[CH:33][C:32]=1[N:38]1[C:42](=[O:43])[CH2:41][S:40]/[C:39]/1=[N:44]\[C:45]([NH:4][CH2:3][C:2]([CH3:1])([C:6]1[CH:11]=[CH:10][C:9]([C:12]2[N:16]=[CH:15][N:14]([C:17]3[CH:22]=[CH:21][C:20]([O:23][C:24]([F:27])([F:26])[F:25])=[CH:19][CH:18]=3)[N:13]=2)=[CH:8][CH:7]=1)[CH3:5])=[O:46])([CH3:30])[CH3:29]. Reported procedure: The title compound was prepared as described in Example 95 using 2-methyl-2-(4-(1-(4-(trifluoromethoxy)phenyl)-1H-1,2,4-triazol-3-yl)phenyl)propan-1-amine (CB29) and (Z)-4-nitrophenyl (3-(2-isopropyl-5-methylphenyl)-4-oxothiazolidin-2-ylidene)carbamate (CA50), purified by flash column chromatography using 0-100% ethyl acetate/B, where B=1:1 dichloromethane/hexanes, as eluent and isolated as a brown glassy foam (0.084 g, 46%). The reactants are C([O-])([O-])=O.[Ca+2] (calcium carbonate), solution, C(C(O)C)(=O)O (lactic acid), C(C(O)C)(=O)O (lactic acid). Run in O (water). The product is C(C(O)C)(=O)[O-].C(C(O)C)(=O)[O-].C(C(O)C)(=O)[O-].C(C(O)C)(=O)[O-].C(C(O)C)(=O)[O-].C(C(O)C)(=O)[O-].[Ca+2].[Ca+2].[Ca+2] (calcium hexalactate). Isolated yield 264.8%. RXN SMILES: [C:1]([OH:6])(=[O:5])[CH:2]([CH3:4])[OH:3].C(=O)([O-])[O-].[Ca+2:11]>O>[C:1]([O-:6])(=[O:5])[CH:2]([CH3:4])[OH:3].[C:1]([O-:6])(=[O:5])[CH:2]([CH3:4])[OH:3].[C:1]([O-:6])(=[O:5])[CH:2]([CH3:4])[OH:3].[C:1]([O-:6])(=[O:5])[CH:2]([CH3:4])[OH:3].[C:1]([O-:6])(=[O:5])[CH:2]([CH3:4])[OH:3].[C:1]([O-:6])(=[O:5])[CH:2]([CH3:4])[OH:3].[Ca+2:11].[Ca+2:11].[Ca+2:11] |f:1.2,4.5.6.7.8.9.10.11.12|. Procedure details: 30 kg of 80% synthetic lactic acid are dissolved in 66 kg of water and refluxed for 15 hours. Next, 4.4 kg of calcium carbonate are added to the approximately 25% solution of lactic acid at a temperature of about 70° C., while stirring, and the clear solution is finally dried in a thin-layer evaporator at about 80° C. and 25-50 torr vacuum. 25.4 kg of pourable calcium hexalactate are obtained, corresponding to 98.9% of the theoretical quantity. Reactants: FC(C1=C2C=CNC2=CC=C1C#N)(F)F (4-(trifluoromethyl)-1H-indole-5-carbonitrile), ClCC1=NOC(=N1)C1=CC(=CC=C1)C(F)(F)F (3-(chloromethyl)-5-[3-(trifluoromethyl)phenyl]-1,2,4-oxadiazole). Yields the product FC(C1=C2C=CN(C2=CC=C1C#N)CC1=NOC(=N1)C1=CC(=CC=C1)C(F)(F)F)(F)F (4-(Trifluoromethyl)-1-({5-[3-(trifluoromethyl)phenyl]-1,2,4-oxadiazol-3-yl}methyl)-1H-indole-5-carbonitrile). Reaction SMILES: [F:1][C:2]([F:15])([F:14])[C:3]1[C:11]([C:12]#[N:13])=[CH:10][CH:9]=[C:8]2[C:4]=1[CH:5]=[CH:6][NH:7]2.Cl[CH2:17][C:18]1[N:22]=[C:21]([C:23]2[CH:28]=[CH:27][CH:26]=[C:25]([C:29]([F:32])([F:31])[F:30])[CH:24]=2)[O:20][N:19]=1>>[F:15][C:2]([F:14])([F:1])[C:3]1[C:11]([C:12]#[N:13])=[CH:10][CH:9]=[C:8]2[C:4]=1[CH:5]=[CH:6][N:7]2[CH2:17][C:18]1[N:22]=[C:21]([C:23]2[CH:28]=[CH:27][CH:26]=[C:25]([C:29]([F:32])([F:30])[F:31])[CH:24]=2)[O:20][N:19]=1. Procedure details: Synthesized as described in Example 23 using 4-(trifluoromethyl)-1H-indole-5-carbonitrile and 3-(chloromethyl)-5-[3-(trifluoromethyl)phenyl]-1,2,4-oxadiazole: MS (ES) m/z 437 (M+1). Reactants: COC1=C(C2=C[N+]3=C(C=C2C=C1)C4=CC5=C(C=C4CC3)OCO5)OC.[Cl-] (berberine hydrochloride), C(#C)[Mg]Cl (ethynylmagnesium chloride). Run in C(C)OCC (diethyl ether). Run at temperature 0 celsius, time 16 hour. Yields the product C(#C)C1C=2C(=C(C=CC2C=C2N1CCC1=CC3=C(C=C21)OCO3)OC)OC (8-ethynyl-9,10-dimethoxy-5,8-dihydro-6H-[1,3]dioxolo[4,5-g]isoquino[3,2-a]isoquinoline). Yield: 20.2%. RXN SMILES: [CH3:1][O:2][C:3]1[CH:12]=[CH:11][C:10]2[C:5](=[CH:6][N+:7]3[CH2:20][CH2:19][C:18]4[C:13](=[CH:14][C:15]5[O:23][CH2:22][O:21][C:16]=5[CH:17]=4)[C:8]=3[CH:9]=2)[C:4]=1[O:24][CH3:25].[Cl-].[C:27]([Mg]Cl)#[CH:28]>C(OCC)C>[C:27]([CH:6]1[N:7]2[CH2:20][CH2:19][C:18]3[C:13]([C:8]2=[CH:9][C:10]2[CH:11]=[CH:12][C:3]([O:2][CH3:1])=[C:4]([O:24][CH3:25])[C:5]1=2)=[CH:14][C:15]1[O:23][CH2:22][O:21][C:16]=1[CH:17]=3)#[CH:28] |f:0.1|. Procedure details: To a suspension of berberine hydrochloride (500 mg, 1.3 mmol) in anhydrous diethyl ether (50 mL) at 0° C. was added ethynylmagnesium chloride solution (1.1 M in tetrahydrofuran, 24 mL, 26 mmol) dropwise. After stirring at 0° C. for 16 h, the reaction was quenched by adding saturated aqueous ammonium chloride solution (20 mL). The mixture was extracted with diethyl ether (2×50 mL), washed with brine, dried over anhydrous sodium sulfate and concentrated in vacuo. The residue was re-crystallized fr... The reactants are IC1=C(C=NC(=C1)C)NC ((4-iodo-6-methyl-pyridin-3-yl)-methyl-amine), FC1=CC(=C(C=C1)B(O)O)OC (4-fluoro-2-methoxyphenylboronic acid). The product is FC1=CC(=C(C=C1)C1=C(C=NC(=C1)C)NC)OC (4-(4-fluoro-2-methoxyphenyl)-N,6-dimethylpyridin-3-amine). Reaction SMILES: I[C:2]1[CH:7]=[C:6]([CH3:8])[N:5]=[CH:4][C:3]=1[NH:9][CH3:10].[F:11][C:12]1[CH:17]=[CH:16][C:15](B(O)O)=[C:14]([O:21][CH3:22])[CH:13]=1>>[F:11][C:12]1[CH:17]=[CH:16][C:15]([C:2]2[CH:7]=[C:6]([CH3:8])[N:5]=[CH:4][C:3]=2[NH:9][CH3:10])=[C:14]([O:21][CH3:22])[CH:13]=1. Procedure details: The title compound was prepared in analogy to example 72, from (4-iodo-6-methyl-pyridin-3-yl)-methyl-amine and 4-fluoro-2-methoxyphenylboronic acid after a reaction time of 14.5 hours at reflux. The compound was purified by silica gel chromatography on a 10 g column using a MPLC system eluting with a gradient of n-heptane:EtOAc (100:0 to 0:100). Light brown solid (84%). MS (ESI): m/z=247.12 [M+H]+. Product: CSCCC1C(NC(N1)=O)=O (5-(2-methylmercaptoethyl)hydantoin). As a reaction SMILES: [NH2:1][CH:2]([C:7]([OH:9])=O)[CH2:3][CH2:4][S:5][CH3:6].[C:10](=[O:12])=O.[NH2:13][C@H](C([O-])=O)CCSC.[K+]>>[CH3:6][S:5][CH2:4][CH2:3][CH:2]1[NH:1][C:10](=[O:12])[NH:13][C:7]1=[O:9] |f:2.3|. The reactants are NC(CCSC)C(=O)O (D,L-methionine), C(=O)=O (carbon dioxide), N[C@@H](CCSC)C(=O)[O-].[K+] (potassium methioninate). Reported procedure: To achieve this object, the present invention provides a process for the preparation of D,L-methionine, in which carbon dioxide is fed to an aqueous potassium methioninate solution obtained by hydrolysis of 5-(2-methylmercaptoethyl)hydantoin, in order to precipitate out crude methionine, which is separated off and purified, where, for the purposes of purification, an aqueous solution of the separated-off crude methionine is prepared and subjected to a recrystallization. In the process, the solut... The reactants are CCN=C=NCCCN(C)C, CN(C)CC(=O)O, CN(C)c1ccncc1, ClCCl, Cl, CC(C)(C)OC(=O)Nc1cccc(N)c1. Reaction SMILES: [CH2:24]([N:25]=[C:26]=[N:27][CH2:28][CH2:29][CH2:30][N:31]([CH3:32])[CH3:33])[CH3:34].[CH3:16][N:17]([CH2:18][C:19](=[O:20])[OH:21])[CH3:22].[CH3:35][N:36]([CH3:37])[c:38]1[cH:39][cH:40][n:41][cH:42][cH:43]1.[Cl:44][CH2:45][Cl:46].[ClH:23].[NH2:1][c:2]1[cH:3][c:4]([NH:8][C:9]([O:10][C:11]([CH3:12])([CH3:13])[CH3:14])=[O:15])[cH:5][cH:6][cH:7]1>>[NH:1]([c:2]1[cH:3][c:4]([NH:8][C:9]([O:10][C:11]([CH3:12])([CH3:13])[CH3:14])=[O:15])[cH:5][cH:6][cH:7]1)[C:19]([CH2:18][N:17]([CH3:16])[CH3:22])=[O:20]. The product is CN(C)CC(=O)Nc1cccc(NC(=O)OC(C)(C)C)c1.